From a dataset of the Open Reaction Database (ORD), a public repository of structured organic reaction records. describe an organic reaction: reactants, conditions, products, and yield The reactants are CC1(C)OB(c2cccc3[nH]ncc23)OC1(C)C, COCC(=O)Nc1cccc(-c2cc3nc(Cl)nc(N4CCOCC4)c3s2)c1. The product is COCC(=O)Nc1cccc(-c2cc3nc(-c4cccc5[nH]ncc45)nc(N4CCOCC4)c3s2)c1. As a reaction SMILES: [CH3:29][C:30]1([CH3:31])[C:32]([CH3:33])([CH3:34])[O:35][B:36]([c:37]2[c:38]3[cH:39][n:40][nH:41][c:42]3[cH:43][cH:44][cH:45]2)[O:46]1.[Cl:1][c:2]1[n:3][c:4]([N:23]2[CH2:24][CH2:25][O:26][CH2:27][CH2:28]2)[c:5]2[c:6]([n:7]1)[cH:8][c:9](-[c:11]1[cH:12][c:13]([NH:17][C:18]([CH2:19][O:20][CH3:21])=[O:22])[cH:14][cH:15][cH:16]1)[s:10]2>>[c:2]1(-[c:37]2[c:38]3[cH:39][n:40][nH:41][c:42]3[cH:43][cH:44][cH:45]2)[n:3][c:4]([N:23]2[CH2:24][CH2:25][O:26][CH2:27][CH2:28]2)[c:5]2[c:6]([n:7]1)[cH:8][c:9](-[c:11]1[cH:12][c:13]([NH:17][C:18]([CH2:19][O:20][CH3:21])=[O:22])[cH:14][cH:15][cH:16]1)[s:10]2. The reactants are C=O (formalin), C(=O)O (formic acid), OCC1NCC(C(C1O)O)O (2-hydroxymethyl-3,4,5-trihydroxypiperidine). Solvent: O (H2O). Product: OCC1N(CC(C(C1O)O)O)C (2-hydroxymethyl-3,4,5-trihydroxy-N-methylpiperidine). RXN SMILES: C=O.[CH:3](O)=O.[OH:6][CH2:7][CH:8]1[CH:13]([OH:14])[CH:12]([OH:15])[CH:11]([OH:16])[CH2:10][NH:9]1>O>[OH:6][CH2:7][CH:8]1[CH:13]([OH:14])[CH:12]([OH:15])[CH:11]([OH:16])[CH2:10][N:9]1[CH3:3]. Procedure details: A mixture of 7 ml of aqueous formalin, 15 ml of formic acid, 1.5 g of 2-hydroxymethyl-3,4,5-trihydroxypiperidine, m.p. 204°-205°, [α]D25 +45° (H2O), is heated under reflux for 20 hours. The reaction mixture is then concentrated to dryness under reduced pressure, the residue is dissolved in water and the insolubles are removed by filtration. The filtrate is passed over ion exchange resin column (Dowex 50 W×4). The column is rinsed with water and the absorved material is eluted with 0.28% aqueous ... The reactants are C1COCCOCCOCCOCCOCCO1, CCO, [Na+], [Na+], O=C([O-])[O-], O, OO, CC(C)(C#N)c1ccc(F)cc1-c1cccc2cc(-c3nc(NCCn4ccnn4)ncc3F)sc12. Product: CC(C)(C(N)=O)c1ccc(F)cc1-c1cccc2cc(-c3nc(NCCn4ccnn4)ncc3F)sc12. RXN SMILES: [CH2:39]1[O:40][CH2:42][CH2:43][O:44][CH2:45][CH2:46][O:47][CH2:48][CH2:49][O:50][CH2:51][CH2:52][O:53][CH2:54][CH2:55][O:41][CH2:56]1.[CH3:63][CH2:64][OH:65].[Na+:57].[Na+:58].[O-:59][C:60](=[O:61])[O-:62].[OH2:66].[OH:1][OH:2].[n:3]1([CH2:8][CH2:9][NH:10][c:11]2[n:12][cH:13][c:14]([F:38])[c:15](-[c:17]3[cH:18][c:19]4[c:20]([s:21]3)[c:22](-[c:26]3[c:27]([C:33]([C:34]#[N:35])([CH3:36])[CH3:37])[cH:28][cH:29][c:30]([F:32])[cH:31]3)[cH:23][cH:24][cH:25]4)[n:16]2)[n:4][n:5][cH:6][cH:7]1>>[n:3]1([CH2:8][CH2:9][NH:10][c:11]2[n:12][cH:13][c:14]([F:38])[c:15](-[c:17]3[cH:18][c:19]4[c:20]([s:21]3)[c:22](-[c:26]3[c:27]([C:33]([C:34]([NH2:35])=[O:41])([CH3:36])[CH3:37])[cH:28][cH:29][c:30]([F:32])[cH:31]3)[cH:23][cH:24][cH:25]4)[n:16]2)[n:4][n:5][cH:6][cH:7]1. Starting materials: BrCC(=O)O (bromoacetic acid), Cl (hydrochloric acid), NC1=NC(=C2NC=NC2=N1)Cl (2-amino-6-chloropurine), C([O-])([O-])=O.[K+].[K+] (potassium carbonate). Run in CN(C)C=O (DMF), O (Water). Run at time 20 hour. Product: NC1=NC(=C2N=CN(C2=N1)CC(=O)O)Cl (2-Amino-6-chloro-9-carboxymethylpurine). RXN SMILES: [NH2:1][C:2]1[N:10]=[C:9]2[C:5]([NH:6][CH:7]=[N:8]2)=[C:4]([Cl:11])[N:3]=1.C(=O)([O-])[O-].[K+].[K+].Br[CH2:19][C:20]([OH:22])=[O:21].Cl>CN(C=O)C.O>[NH2:1][C:2]1[N:10]=[C:9]2[C:5]([N:6]=[CH:7][N:8]2[CH2:19][C:20]([OH:22])=[O:21])=[C:4]([Cl:11])[N:3]=1 |f:1.2.3|. Procedure details: To a suspension of 2-amino-6-chloropurine (5.02 g, 29.6 mmol) and potassium carbonate (12.91 g, 93.5 mmol) in DMF (50 mL) was added bromoacetic acid (4.7 g, 22.8 mmol). The mixture was stirred vigorously for 20 h under nitrogen. Water (150 mL) was added and the solution was filtered through celite to give a clear yellow solution. The solution was acidified to a pH of 3 with 4 N hydrochloric acid. The precipitate was filtered and dried, in vacuo, over sicapent. Yield: 3.02 g (44.8%). 1H-NMR(DMSO-... Starting materials: hydrochloride salt, CC1(C2CNCC12)C=1C=C(C=CC1)NS(=O)(=O)C (N-[3-(6-methyl-3-azabicyclo[3.1.0]hex-6-yl)phenyl]methanesulfonamide), C(O)([O-])=O.[Na+] (sodium hydrogen carbonate), C1(=CC=CC=C1)CCCC(=O)O (4-phenylbutanoic acid), O.ON1N=NC2=C1C=CC=C2 (1-hydroxybenzotriazole monohydrate), Cl.CN(CCCN=C=NCC)C (1-(3-dimethylaminopropyl)-3-ethylcarbodiimide hydrochloride). The solvent is CN(C=O)C (N,N-dimethylformamide). Run at time 15 minute. Yields the product CC1(C2CN(CC12)C(CCCC1=CC=CC=C1)=O)C=1C=C(C=CC1)NS(=O)(=O)C (N-{3-[6-Methyl-3-(4-phenylbutanoyl)-3-azabicyclo[3.1.0]hex-6-yl]phenyl}methanesulfonamide). Isolated yield 98.4%. RXN SMILES: [C:1]1([CH2:7][CH2:8][CH2:9][C:10]([OH:12])=O)[CH:6]=[CH:5][CH:4]=[CH:3][CH:2]=1.O.ON1C2C=CC=CC=2N=N1.Cl.CN(C)CCCN=C=NCC.[CH3:36][C:37]1([C:43]2[CH:44]=[C:45]([NH:49][S:50]([CH3:53])(=[O:52])=[O:51])[CH:46]=[CH:47][CH:48]=2)[CH:42]2[CH:38]1[CH2:39][NH:40][CH2:41]2.C(=O)([O-])O.[Na+]>CN(C)C=O>[CH3:36][C:37]1([C:43]2[CH:44]=[C:45]([NH:49][S:50]([CH3:53])(=[O:52])=[O:51])[CH:46]=[CH:47][CH:48]=2)[CH:42]2[CH:38]1[CH2:39][N:40]([C:10](=[O:12])[CH2:9][CH2:8][CH2:7][C:1]1[CH:2]=[CH:3][CH:4]=[CH:5][CH:6]=1)[CH2:41]2 |f:1.2,3.4,6.7|. Reported procedure: To a solution of 4-phenylbutanoic acid (219 mg, 1.33 mmol) in N,N-dimethylformamide (20 ml) was added 1-hydroxybenzotriazole monohydrate (225 mg, 1.48 mmol) and 1-(3-dimethylaminopropyl)-3-ethylcarbodiimide hydrochloride (382 mg, 1.98 mmol). After stirring at room temperature for 15 min the mixture was treated with the hydrochloride salt of N-[3-(6-methyl-3-azabicyclo[3.1.0]hex-6-yl)phenyl]methanesulfonamide (Preparation 53, 449 mg, 1.48 mmol) and sodium hydrogen carbonate (225 mg, 2.7 mmol). Th... RXN SMILES: [C:81](=[O:82])([O-:83])[O-:84].[C:94]([O-:95])(=[O:96])[CH3:97].[C:99]([O-:100])(=[O:101])[CH3:102].[CH3:87][c:88]1[cH:89][cH:90][cH:91][cH:92][cH:93]1.[Cl:1][c:2]1[c:3]([O:19][S:20]([C:21]([F:22])([F:23])[F:24])(=[O:25])=[O:26])[c:4]2[c:5]([cH:17][cH:18]1)[CH2:6][CH2:7][N:8]([C:11]([C:12]([F:13])([F:14])[F:15])=[O:16])[CH2:9][CH2:10]2.[Cs+:85].[Cs+:86].[Pd+2:98].[cH:35]1[cH:36][cH:37][c:38]([P:39]([c:40]2[cH:41][cH:42][c:43]3[c:44]([cH:45][cH:46][cH:47][cH:48]3)[c:49]2-[c:50]2[c:51]3[c:52]([cH:53][cH:54][cH:55][cH:56]3)[cH:57][cH:58][c:59]2[P:60]([c:61]2[cH:62][cH:63][cH:64][cH:65][cH:66]2)[c:67]2[cH:68][cH:69][cH:70][cH:71][cH:72]2)[c:73]2[cH:74][cH:75][cH:76][cH:77][cH:78]2)[cH:79][cH:80]1.[n:27]1[c:28]([CH2:33][NH2:34])[cH:29][cH:30][cH:31][cH:32]1>>[Cl:1][c:2]1[c:3]([NH:34][CH2:33][c:28]2[n:27][cH:32][cH:31][cH:30][cH:29]2)[c:4]2[c:5]([cH:17][cH:18]1)[CH2:6][CH2:7][N:8]([C:11]([C:12]([F:13])([F:14])[F:15])=[O:16])[CH2:9][CH2:10]2. The product is O=C(N1CCc2ccc(Cl)c(NCc3ccccn3)c2CC1)C(F)(F)F. Starting materials: O=C([O-])[O-], CC(=O)[O-], CC(=O)[O-], Cc1ccccc1, O=C(N1CCc2ccc(Cl)c(OS(=O)(=O)C(F)(F)F)c2CC1)C(F)(F)F, [Cs+], [Cs+], [Pd+2], c1ccc(P(c2ccccc2)c2ccc3ccccc3c2-c2c(P(c3ccccc3)c3ccccc3)ccc3ccccc23)cc1, NCc1ccccn1. Reactants: C(C(=O)Cl)(=O)Cl (Oxalyl chloride), C(C)(C)(C)OC(=O)N(CCOC=1C=C(C(=O)O)C=C(C1)Cl)C1=CC=NC=C1 (3-[2-(tert-butoxycarbonyl-pyridin-4-yl-amino)-ethoxy]-5-chloro-benzoic acid), C1(=CC=CC=C1)NCCS(=O)(=O)F (2-phenylamino-ethanesulfonyl fluoride), CCN(C(C)C)C(C)C (DIPEA). Reagents/catalysts: CN(C)C=1C=CN=CC1 (DMAP). Run in ClCCl (dichloromethane), CN(C)C=O (DMF), ClCCl (dichloromethane). Run at time 1 hour. The product is C(C)(C)(C)OC(N(C1=CC=NC=C1)CCOC1=CC(=CC(=C1)C(N(C1=CC=CC=C1)CCS(=O)(=O)F)=O)Cl)=O ((2-{3-Chloro-5-[(2-fluorosulfonyl-ethyl)-phenyl-carbamoyl]-phenoxy}-ethyl)-pyridin-4-yl-carbamic acid tert-butyl ester). The yield is 54.7%. Reaction SMILES: C(Cl)(=O)C(Cl)=O.[C:7]([O:11][C:12]([N:14]([C:28]1[CH:33]=[CH:32][N:31]=[CH:30][CH:29]=1)[CH2:15][CH2:16][O:17][C:18]1[CH:19]=[C:20]([CH:24]=[C:25]([Cl:27])[CH:26]=1)[C:21](O)=[O:22])=[O:13])([CH3:10])([CH3:9])[CH3:8].[C:34]1([NH:40][CH2:41][CH2:42][S:43]([F:46])(=[O:45])=[O:44])[CH:39]=[CH:38][CH:37]=[CH:36][CH:35]=1.CCN(C(C)C)C(C)C>ClCCl.CN(C=O)C.CN(C1C=CN=CC=1)C>[C:7]([O:11][C:12](=[O:13])[N:14]([CH2:15][CH2:16][O:17][C:18]1[CH:19]=[C:20]([C:21](=[O:22])[N:40]([CH2:41][CH2:42][S:43]([F:46])(=[O:45])=[O:44])[C:34]2[CH:35]=[CH:36][CH:37]=[CH:38][CH:39]=2)[CH:24]=[C:25]([Cl:27])[CH:26]=1)[C:28]1[CH:33]=[CH:32][N:31]=[CH:30][CH:29]=1)([CH3:9])([CH3:8])[CH3:10]. Reported procedure: 2M Oxalyl chloride solution in dichloromethane (0.9 ml) and DMF (0.025 ml) were added to a suspension of 3-[2-(tert-butoxycarbonyl-pyridin-4-yl-amino)-ethoxy]-5-chloro-benzoic acid (0.610 g) in anhydrous dichloromethane (50 ml). The reaction was stirred at room temperature for 1 h then 2-phenylamino-ethanesulfonyl fluoride(0.257 g), DMAP (0.018 g) and DIPEA (0.261 ml) were added. The reaction mixture was stirred at room temperature for 20 h and partitioned between ethyl acetate and 1M aqueous hy... The reactants are COC(=O)N=C=S, COC(=O)Cl, CC(C)=O, [K+], Nc1ccc(S(=O)c2ccccc2)cc1[N+](=O)[O-], N#C[S-]. Yields the product COC(=O)NC(=S)Nc1ccc(S(=O)c2ccccc2)cc1[N+](=O)[O-]. Reaction SMILES: [CH3:19][O:20][C:21](=[O:22])[N:23]=[C:24]=[S:25].[CH3:30][O:31][C:32]([Cl:33])=[O:34].[CH3:35][C:36](=[O:37])[CH3:38].[K+:26].[N+:1](=[O:2])([O-:3])[c:4]1[c:5]([NH2:6])[cH:7][cH:8][c:9]([S:11](=[O:12])[c:13]2[cH:14][cH:15][cH:16][cH:17][cH:18]2)[cH:10]1.[S-:27][C:28]#[N:29]>>[N+:1](=[O:2])([O-:3])[c:4]1[c:5]([NH:6][C:24]([NH:23][C:21]([O:20][CH3:19])=[O:22])=[S:25])[cH:7][cH:8][c:9]([S:11](=[O:12])[c:13]2[cH:14][cH:15][cH:16][cH:17][cH:18]2)[cH:10]1.